This data is from the Open Reaction Database (ORD), a public repository of structured organic reaction records. The task is: describe an organic reaction: reactants, conditions, products, and yield The reactants are [Li]CCCC.CCCCCC (n-BuLi hexane), C(C1=CC=CC=C1)OC1=NC=C(C=C1)Br (2-(benzyloxy)-5-bromopyridine), [Cl-].[NH4+] (ammonium chloride), C(CC)=O (propionaldehyde). Run in C1CCOC1 (THF). Reaction conditions: temperature -78 celsius, time 1 hour. Yields the product C(C1=CC=CC=C1)OC1=CC=C(C=N1)C(CC)O (1-[6-(benzyloxy)pyridin-3-yl]propan-1-ol). Isolated yield 64.0%. RXN SMILES: [Li]CCCC.CCCCCC.[CH2:12]([O:19][C:20]1[CH:25]=[CH:24][C:23](Br)=[CH:22][N:21]=1)[C:13]1[CH:18]=[CH:17][CH:16]=[CH:15][CH:14]=1.[CH:27](=[O:30])[CH2:28][CH3:29].[Cl-].[NH4+]>C1COCC1>[CH2:12]([O:19][C:20]1[N:21]=[CH:22][C:23]([CH:27]([OH:30])[CH2:28][CH3:29])=[CH:24][CH:25]=1)[C:13]1[CH:18]=[CH:17][CH:16]=[CH:15][CH:14]=1 |f:0.1,4.5|. Reported procedure: In a nitrogen atmosphere at −78° C., 2.71 M n-BuLi/hexane solution (18.8 mL) was dropwise added to a THF solution of 2-(benzyloxy)-5-bromopyridine (12.2 g, 46.2 mmol) synthesized according to the method described in a reference (J. Org. Chem., 1995, Vol. 60, p. 1408), and stirred at −78° C. for 1 hour. At −78° C., propionaldehyde (4.3 mL) was dropwise added, and stirred at −78° C. for 30 minutes and then at room temperature for 3 hours. Aqueous saturated ammonium chloride solution was added to t... Reported procedure: A solution of 3,5-dibromo-4-methoxy-phenylacetic acid (30.29 g, 0.093 mol) and oxalyl chloride (118.7 g, 81.6 ml, 0.93 mol) in 300 mL of benzene was refluxed for 6 h. The solution was evaporated with benzene 3 times and dried in vacuum. Yield 100%. As a reaction SMILES: [Br:1][C:2]1[CH:3]=[C:4]([CH2:11][C:12]([OH:14])=O)[CH:5]=[C:6]([Br:10])[C:7]=1[O:8][CH3:9].C(Cl)(=O)C([Cl:18])=O>C1C=CC=CC=1>[Br:1][C:2]1[CH:3]=[C:4]([CH2:11][C:12]([Cl:18])=[O:14])[CH:5]=[C:6]([Br:10])[C:7]=1[O:8][CH3:9]. Yields the product BrC=1C=C(C=C(C1OC)Br)CC(=O)Cl ((3,5-Dibromo-4-methoxyphenyl)acetylchloride). Starting materials: BrC=1C=C(C=C(C1OC)Br)CC(=O)O (3,5-dibromo-4-methoxy-phenylacetic acid), C(C(=O)Cl)(=O)Cl (oxalyl chloride). Solvent: C1=CC=CC=C1 (benzene). Yield: 100.0%.